describe an organic reaction: reactants, conditions, products, and yield From a dataset of the Open Reaction Database (ORD), a public repository of structured organic reaction records. The reactants are C(C)OCC (diethyl ether), ClC=1C(=NC=CC1)N1N=C(C=C1C1=NC2=C(C(O1)=O)C=CC=C2C)C(F)(F)F (2-[1-(3-chloro-2-pyridinyl)-3-(trifluoromethyl)-1H-pyrazol-5-yl]-8-methyl-4H-3,1-benzoxazin-4-one), ClC=1C(=NC=CC1)N1N=C(C=C1C1=NC2=C(C(O1)=O)C=CC=C2C)C(F)(F)F (2-[1-(3-chloro-2-pyridinyl)-3-(trifluoromethyl)-1H-pyrazol-5-yl]-8-methyl-4H-3,1-benzoxazin-4-one), C(C)(C)N (isopropylamine). Solvent: ClCCl (dichloromethane). Conditions: time 8 hour. Product: ClC=1C(=NC=CC1)N1N=C(C=C1C(=O)NC1=C(C=CC=C1C(=O)NC(C)C)C)C(F)(F)F (1-(3-chloro-2-pyridinyl)-N-[2-methyl-6-[[(1-methylethyl)amino]carbonyl]phenyl]-3-(trifluoromethyl)-1H-pyrazole-5-carboxamide). RXN SMILES: [Cl:1][C:2]1[C:3]([N:8]2[C:12]([C:13]3[O:18][C:17](=[O:19])[C:16]4[CH:20]=[CH:21][CH:22]=[C:23]([CH3:24])[C:15]=4[N:14]=3)=[CH:11][C:10]([C:25]([F:28])([F:27])[F:26])=[N:9]2)=[N:4][CH:5]=[CH:6][CH:7]=1.[CH:29]([NH2:32])([CH3:31])[CH3:30].C(OCC)C>ClCCl>[Cl:1][C:2]1[C:3]([N:8]2[C:12]([C:13]([NH:14][C:15]3[C:16]([C:17]([NH:32][CH:29]([CH3:31])[CH3:30])=[O:19])=[CH:20][CH:21]=[CH:22][C:23]=3[CH3:24])=[O:18])=[CH:11][C:10]([C:25]([F:27])([F:26])[F:28])=[N:9]2)=[N:4][CH:5]=[CH:6][CH:7]=1. Procedure: To a suspension of 2-[1-(3-chloro-2-pyridinyl)-3-(trifluoromethyl)-1H-pyrazol-5-yl]-8-methyl-4H-3,1-benzoxazin-4-one (the product from Step D) (124 g, 300 mmol) in dichloromethane (500 mL) was added dropwise isopropylamine (76 mL, 900 mmol) at room temperature. The temperature of the reaction mixture rose and the suspension thinned during the addition. The reaction mixture was then warmed to reflux for 1.5 h. A new suspension formed. The reaction mixture was cooled to room temperature and diethy... Starting materials: N1=CC=CC(=C1)[C@H]1N(C)CCC1 ((S)-nicotine), BrCCOCCOCC (1-bromo-2-(2-ethoxy-ethoxy)-ethane). Solvent: CC(=O)O (AcOH). Product: [Br-].C(C)OCCOCC[N+]1=CC(=CC=C1)[C@H]1N(CCC1)C ((S)-1-[2-(2-ethoxy-ethoxy)-ethyl]-3-(1-methyl-pyrrolidin-2-yl)-pyridinium bromide). Yield: 38.0%. Reaction SMILES: [N:1]1[CH:6]=[C:5]([C@@H:7]2[CH2:12][CH2:11][CH2:10][N:8]2[CH3:9])[CH:4]=[CH:3][CH:2]=1.[Br:13][CH2:14][CH2:15][O:16][CH2:17][CH2:18][O:19][CH2:20][CH3:21]>CC(O)=O>[Br-:13].[CH2:15]([O:16][CH2:17][CH2:18][O:19][CH2:20][CH2:21][N+:1]1[CH:2]=[CH:3][CH:4]=[C:5]([C@@H:7]2[CH2:12][CH2:11][CH2:10][N:8]2[CH3:9])[CH:6]=1)[CH3:14] |f:3.4|. Procedure: To a stirred solution of (S)-nicotine (0.67 g, 4.1 mmol) in AcOH (20 ml) was added 1-bromo-2-(2-ethoxy-ethoxy)-ethane (1.97 g, 10.0 mmol). The mixture was heated at reflux for 3 days. AcOH was evaporated and the residue was dissolved in CHCl3. The mixture was washed with saturated aqueous NaHCO3, water and brine successively and dried. Evaporation of the solvent followed by titration with ether afforded 0.56 g (38%) of (S)-1-[2-(2-ethoxy-ethoxy)-ethyl]-3-(1-methyl-pyrrolidin-2-yl)-pyridinium bro... Starting materials: OC=1C=NC=CC1 (3-hydroxypyridine), C1(=CC=CC=C1)P(C1=CC=CC=C1)C1=CC=CC=C1 (triphenylphosphine), N(=NC(=O)OCC)C(=O)OCC (Diethyl azodicarboxylate), CC1(CC2=C(C(N1)=O)SC(=N2)N2CCOC1=C2C=C(C=C1)C=O)C (4-(6,6-Dimethyl-4-oxo-4,5,6,7-tetrahydrothiazolo[5,4-c]pyridin-2-yl)-3,4-dihydro-2H-benzo[1,4]oxazine-6-carbaldehyde), OC=1C=NC=CC1 (3-hydroxypyridine), C1(=CC=CC=C1)P(C1=CC=CC=C1)C1=CC=CC=C1 (triphenylphosphine). The solvent is C1CCOC1 (THF). Conditions: temperature 0 celsius, time 30 minute. Product: CC1(CC2=C(C(N1)=O)SC(=N2)N2CCOC1=C2C=C(C=C1)COC=1C=NC=CC1)C (6,6-Dimethyl-2-[6-(pyridin-3-yloxymethyl)-2,3-dihydrobenzo[1,4]oxazin-4-yl]-6,7-dihydro[1,3]thiazolo[5,4-c]pyridin-4(5H)-one). Yield: 7.6%. Reaction SMILES: [CH3:1][C:2]1([CH3:24])[NH:7][C:6](=[O:8])[C:5]2[S:9][C:10]([N:12]3[C:17]4[CH:18]=[C:19]([CH:22]=[O:23])[CH:20]=[CH:21][C:16]=4[O:15][CH2:14][CH2:13]3)=[N:11][C:4]=2[CH2:3]1.O[C:26]1[CH:27]=[N:28][CH:29]=[CH:30][CH:31]=1.C1(P(C2C=CC=CC=2)C2C=CC=CC=2)C=CC=CC=1.N(C(OCC)=O)=NC(OCC)=O>C1COCC1>[CH3:1][C:2]1([CH3:24])[NH:7][C:6](=[O:8])[C:5]2[S:9][C:10]([N:12]3[C:17]4[CH:18]=[C:19]([CH2:22][O:23][C:26]5[CH:27]=[N:28][CH:29]=[CH:30][CH:31]=5)[CH:20]=[CH:21][C:16]=4[O:15][CH2:14][CH2:13]3)=[N:11][C:4]=2[CH2:3]1. Reported procedure: A mixture of Example 50 (0.050 g, 0.14 mmol), 3-hydroxypyridine (0.015 g, 0.14 mmol), and triphenylphosphine (0.042 g, 0.16 mmol) in THF (15 mL) was cooled to 0° C. Diethyl azodicarboxylate (0.03 mL, 0.16 mmol) was added, and the reaction mixture stirred for 30 minutes at 0° C., then at r.t. for 3 h. Further portions of 3-hydroxypyridine (0.015 g, 0.14 mmol) and triphenylphosphine (0.021 g, 0.08 mmol) were added, and stirring continued for 2 h. The mixture was concentrated in vacuo and the resid...